This data is from the Open Reaction Database (ORD), a public repository of structured organic reaction records. The task is: describe an organic reaction: reactants, conditions, products, and yield Reactants: C(=O)(N1C=NC=C1)N1C=NC=C1 (carbonyldiimidazole), COC=1C=C(NC2=C(C(=O)NOCC3=CC=CC=C3)C=C(C(=C2)F)F)C=CC1 (2-(3-Methoxy-anilino)-N-benzyloxy-4,5-difluoro-benzamide). Product: COC=1C=C(C=CC1)N1C(N(C(C2=CC(=C(C=C12)F)F)=O)OCC1=CC=CC=C1)=O (1-(3-Methoxyphenyl)-3-benzyloxy-6,7-difluoro-1H-quinazoline-2,4-dione). Isolated yield 18.7%. As a reaction SMILES: [C:1](N1C=CN=C1)(N1C=CN=C1)=[O:2].[CH3:13][O:14][C:15]1[CH:16]=[C:17]([CH:38]=[CH:39][CH:40]=1)[NH:18][C:19]1[CH:35]=[C:34]([F:36])[C:33]([F:37])=[CH:32][C:20]=1[C:21]([NH:23][O:24][CH2:25][C:26]1[CH:31]=[CH:30][CH:29]=[CH:28][CH:27]=1)=[O:22]>>[CH3:13][O:14][C:15]1[CH:16]=[C:17]([N:18]2[C:19]3[C:20](=[CH:32][C:33]([F:37])=[C:34]([F:36])[CH:35]=3)[C:21](=[O:22])[N:23]([O:24][CH2:25][C:26]3[CH:27]=[CH:28][CH:29]=[CH:30][CH:31]=3)[C:1]2=[O:2])[CH:38]=[CH:39][CH:40]=1. Reported procedure: Using General Method 3, the reaction of carbonyldiimidazole (5.5 g, 33.8 mmol) and crude 2-(3-methoxy-anilino)-N-benzyloxy-4,5-difluoro-benzamide (Example X, 6.5 g, 16.9 mmol) provided 1.3 g of the title compound as a solid, mp 157-158° C.